Dataset: the Open Reaction Database (ORD), a public repository of structured organic reaction records. Task: describe an organic reaction: reactants, conditions, products, and yield Starting materials: C(C)(C)(C)C(=O)N1CCN(CC1)[C@H]1CC[C@H](CC1)N1C(NC2=C1C=CC=C2)=O (1,3-dihydro-1-{cis-4-[4-(tert-butylcarbonyl)piperazin-1-yl]-1-cyclohexyl}-2H-benzimidazol-2-one), C(=O)([O-])[O-].[Na+].[Na+] (Na2CO3), O=C1CCC(CC1)N1C(NC2=C1C=CC=C2)=O (1,3-dihydro-1-(4-oxocyclohexyl)-2H-benzimidazol-2-one), N1(CCNCC1)C(=O)OC(C)(C)C (tert-butyl 1-piperazinecarboxylate), C(C)(=O)O[BH-](OC(C)=O)OC(C)=O.[Na+] (sodium triacetoxyborohydride). Run in C(Cl)(Cl)Cl (chloroform), C(C)(=O)O (acetic acid), ClCCCl (1,2-dichloroethane). Reaction conditions: time 48 hour. Yields the product C(C)(C)(C)C(=O)N1CCN(CC1)[C@@H]1CC[C@H](CC1)N1C(NC2=C1C=CC=C2)=O (1,3-dihydro-1-{trans-4-[4-(tert-butylcarbonyl)piperazin-1-yl]-1-cyclohexyl}-2H-benzimidazol-2-one). As a reaction SMILES: O=C1CCC(N2C3C=CC=CC=3NC2=O)CC1.N1(C(OC(C)(C)C)=O)CCNCC1.C(O[BH-](OC(=O)C)OC(=O)C)(=O)C.[Na+].C([O-])([O-])=O.[Na+].[Na+].[C:51]([C:55]([N:57]1[CH2:62][CH2:61][N:60]([C@@H:63]2[CH2:68][CH2:67][C@H:66]([N:69]3[C:73]4[CH:74]=[CH:75][CH:76]=[CH:77][C:72]=4[NH:71][C:70]3=[O:78])[CH2:65][CH2:64]2)[CH2:59][CH2:58]1)=[O:56])([CH3:54])([CH3:53])[CH3:52]>C(Cl)(Cl)Cl.C(O)(=O)C.ClCCCl>[C:51]([C:55]([N:57]1[CH2:58][CH2:59][N:60]([C@H:63]2[CH2:64][CH2:65][C@H:66]([N:69]3[C:73]4[CH:74]=[CH:75][CH:76]=[CH:77][C:72]=4[NH:71][C:70]3=[O:78])[CH2:67][CH2:68]2)[CH2:61][CH2:62]1)=[O:56])([CH3:54])([CH3:52])[CH3:53] |f:2.3,4.5.6|. Reported procedure: A mixture of 1.5 g of 1,3-dihydro-1-(4-oxocyclohexyl)-2H-benzimidazol-2-one, 1.21 g of tert-butyl 1-piperazinecarboxylate, 20 mL of 1,2-dichloroethane, 0.40 mL of glacial acetic acid and 1.79 g of sodium triacetoxyborohydride was stirred at room temperature for 48 h. The reaction mixture was poured into 50 mL chloroform and 50 mL saturated aqueous Na2CO3 and the layers separated. The aqueous layer was extracted with 2'25 mL of chloroform and the combined organic layers dried over MgSO4 and conce...